describe an organic reaction: reactants, conditions, products, and yield From a dataset of the Open Reaction Database (ORD), a public repository of structured organic reaction records. Reactants: [N-]=[N+]=[N-].[Na+] (NaN3), C(C(=O)Cl)(=O)Cl (oxalyl chloride), CN(C)C=O (DMF), ClC1=CC=C(C=C1)N1N=CC(=C1C1CCC1)C(=O)O (1-(4-chlorophenyl)-5-cyclobutyl-pyrazole-4-carboxylic acid). Solvent: [Cl-].[Na+].O (Brine), CCOC(=O)C (EtOAc), O (H2O), C(Cl)Cl (CH2Cl2). Run at temperature 95 celsius, time 2 hour. Yields the product ClC1=CC=C(C=C1)N1N=CC(=C1C1CCC1)N (1-(4-chlorophenyl)-5-cyclobutyl-pyrazol-4-amine). Yield: 81.0%. RXN SMILES: [Cl:1][C:2]1[CH:7]=[CH:6][C:5]([N:8]2[C:12]([CH:13]3[CH2:16][CH2:15][CH2:14]3)=[C:11](C(O)=O)[CH:10]=[N:9]2)=[CH:4][CH:3]=1.C(Cl)(=O)C(Cl)=O.C[N:27](C=O)C.[N-]=[N+]=[N-].[Na+]>C(Cl)Cl.O.[Cl-].[Na+].O.CCOC(C)=O>[Cl:1][C:2]1[CH:7]=[CH:6][C:5]([N:8]2[C:12]([CH:13]3[CH2:16][CH2:15][CH2:14]3)=[C:11]([NH2:27])[CH:10]=[N:9]2)=[CH:4][CH:3]=1 |f:3.4,7.8.9|. Procedure: To a mixture of 1-(4-chlorophenyl)-5-cyclobutyl-pyrazole-4-carboxylic acid (4.0 g, 14.4 mmol) in CH2Cl2 (100 mL) was added oxalyl chloride (3.78 mL, 43.4 mmol) and DMF (0.06 mL). After 2 h at room temperature, the reaction mixture was concentrated in vacuo, re-dissolved in 40 mL of acetone, and added to a 0° C. solution of NaN3 (3.75 g, 57.8 mmol) in H2O (40 mL). Brine (150 mL) and EtOAc (350 mL) were then added. The organic layer was separated, dried over anhydrous sodium sulfate and concentrat... The reactants are ClC=1C=C(CC2=C(N=C(N2C)CO)C(C)C)C=C(C1)Cl ([5-(3,5-dichlorobenzyl)-4-isopropyl-1-methyl-1H-imidazol-2-yl]methanol), CN(C=O)C (dimethylformamide), [N-]=[N+]=[N-].[Na+] (sodium azide). Run in S(=O)(Cl)Cl (thionyl chloride), O (water). Run at time 2 hour. Product: N(=[N+]=[N-])CC=1N(C(=C(N1)C(C)C)CC1=CC(=CC(=C1)Cl)Cl)C (2-azidomethyl-5-(3,5-dichlorobenzyl)-4-isopropyl-1-methyl-1H-imidazole). Isolated yield 87.0%. Reaction SMILES: [Cl:1][C:2]1[CH:3]=[C:4]([CH:17]=[C:18]([Cl:20])[CH:19]=1)[CH2:5][C:6]1[N:10]([CH3:11])[C:9]([CH2:12]O)=[N:8][C:7]=1[CH:14]([CH3:16])[CH3:15].CN(C)C=O.[N-:26]=[N+:27]=[N-:28].[Na+]>S(Cl)(Cl)=O.O>[N:26]([CH2:12][C:9]1[N:10]([CH3:11])[C:6]([CH2:5][C:4]2[CH:3]=[C:2]([Cl:1])[CH:19]=[C:18]([Cl:20])[CH:17]=2)=[C:7]([CH:14]([CH3:16])[CH3:15])[N:8]=1)=[N+:27]=[N-:28] |f:2.3|. Procedure: In 5 ml of thionyl chloride was dissolved 160 mg (0.51 mmol)of [5-(3,5-dichlorobenzyl)-4-isopropyl-1-methyl-1H-imidazol-2-yl]methanol (59a), and the mixture was stirred at room temperature. After 2 hours, the reaction mixture was concentrated under reduced pressure, and to the residue, 5 ml of dry dimethylformamide and 80 mg (1.23 mmol)of sodium azide were added. The mixture was stirred at room temperature for 3 hours, diluted with water, and extracted with ethyl acetate. The extract was washed ... The reactants are C(C1=CC=CC=C1)P(OCC)(OCC)=O (Diethyl benzylphosphonate), C[O-].[Na+] (sodium methoxide), resultant mixture, FC=1C=NC=CC1C=O (3-fluoropyridine-4-carboxaldehyde), ice water. Solvent: CN(C=O)C (dimethylformamide), CN(C=O)C (dimethylformamide). Run at time 21 hour. Yields the product ethyl acetate petrol, FC=1C=NC=CC1\C=C/C1=CC=CC=C1 ((Z)-3-fluoro-4-(2-phenylethenyl)pyridine). Yield: 10.0%. Reaction SMILES: [CH2:1](P(=O)(OCC)OCC)[C:2]1[CH:7]=[CH:6][CH:5]=[CH:4][CH:3]=1.C[O-].[Na+].[F:19][C:20]1[CH:21]=[N:22][CH:23]=[CH:24][C:25]=1[CH:26]=O>CN(C)C=O>[F:19][C:20]1[CH:21]=[N:22][CH:23]=[CH:24][C:25]=1/[CH:26]=[CH:1]\[C:2]1[CH:3]=[CH:4][CH:5]=[CH:6][CH:7]=1 |f:1.2|. Reported procedure: Diethyl benzylphosphonate (2.8 ml, 13.4 mmol) was added to a solution of sodium methoxide (0.75 g, 13.6 mmol) in anhydrous dimethylformamide (15 ml) and the resultant mixture stirred at room temperature, under nitrogen, for ten minutes. A solution of 3-fluoropyridine-4-carboxaldehyde [prepared by the method of F. Marsais and G. Queguiner, Tetrahedron, 1983, 39, 2009] (1.55 g, 12.4 mmol) in anhydrous dimethylformamide (10 ml) was added and the reaction mixture stirred at room temperature under ni... The reactants are ClC=1C2=C(SC1C(=O)N)C=CC=C2 (3-chlorobenzo-[b]thiophene-2-carboxamide), P(=O)(Cl)(Cl)Cl (phosphorus oxychloride), ice. Yields the product ClC=1C2=C(SC1C#N)C=CC=C2 (3-chlorobenzo[b]thiophene-2-carbonitrile). Reaction SMILES: [Cl:1][C:2]1[C:3]2[CH:13]=[CH:12][CH:11]=[CH:10][C:4]=2[S:5][C:6]=1[C:7]([NH2:9])=O.P(Cl)(Cl)(Cl)=O>>[Cl:1][C:2]1[C:3]2[CH:13]=[CH:12][CH:11]=[CH:10][C:4]=2[S:5][C:6]=1[C:7]#[N:9]. Reported procedure: A stirred mixture of 0.2 mole of 3-chlorobenzo-[b]thiophene-2-carboxamide in 150 ml. of phosphorus oxychloride was refluxed for three hours. The reaction mixture was then cooled to room temperature and poured onto 1 kg of ice to give a solid product which was collected by filtration. Recrystallization from 1-chlorobutane gave 3-chlorobenzo[b]thiophene-2-carbonitrile, m.p. 124°-125° C.